This data is from the Open Reaction Database (ORD), a public repository of structured organic reaction records. The task is: describe an organic reaction: reactants, conditions, products, and yield Starting materials: CCc1ccc(CCNC(=O)N2CCC(Nc3ccc(CCNCC(O)COc4ccc(O[Si](c5ccccc5)(c5ccccc5)C(C)(C)C)cc4)cc3)CC2)cc1, CO, ClC(Cl)Cl. The product is CCc1ccc(CCNC(=O)N2CCC(Nc3ccc(CCNCC(O)COc4ccc(O)cc4)cc3)CC2)cc1. Reaction SMILES: [C:1]([Si:2]([c:3]1[cH:4][cH:5][cH:47][cH:48][cH:49]1)([O:6][c:7]1[cH:8][cH:9][c:10]([O:11][CH2:12][CH:13]([CH2:14][NH:15][CH2:16][CH2:17][c:18]2[cH:19][cH:20][c:21]([NH:22][CH:23]3[CH2:24][CH2:25][N:26]([C:29](=[O:30])[NH:31][CH2:32][CH2:33][c:34]4[cH:35][cH:36][c:37]([CH2:40][CH3:41])[cH:38][cH:39]4)[CH2:27][CH2:28]3)[cH:42][cH:43]2)[OH:44])[cH:45][cH:46]1)[c:50]1[cH:51][cH:52][cH:53][cH:54][cH:55]1)([CH3:56])([CH3:57])[CH3:58].[CH3:59][OH:60].[CH:61]([Cl:62])([Cl:63])[Cl:64]>>[OH:6][c:7]1[cH:8][cH:9][c:10]([O:11][CH2:12][CH:13]([CH2:14][NH:15][CH2:16][CH2:17][c:18]2[cH:19][cH:20][c:21]([NH:22][CH:23]3[CH2:24][CH2:25][N:26]([C:29](=[O:30])[NH:31][CH2:32][CH2:33][c:34]4[cH:35][cH:36][c:37]([CH2:40][CH3:41])[cH:38][cH:39]4)[CH2:27][CH2:28]3)[cH:42][cH:43]2)[OH:44])[cH:45][cH:46]1.